From a dataset of the Open Reaction Database (ORD), a public repository of structured organic reaction records. describe an organic reaction: reactants, conditions, products, and yield The reactants are C(C#CC)N1C(=NC2=C1C(N(NC2=O)CC2=NC1=CC=CC=C1C=C2)=O)Cl (1-(but-2-ynyl)-2-chloro-6-(quinolin-2-ylmethyl)-5,6-dihydro-1H-imidazo[4,5-d]-pyridazine-4,7-dione), [Cl-].[Na+] (sodium chloride), C([O-])([O-])=O.[K+].[K+] (potassium carbonate), BrCC#N (bromoacetonitrile). The solvent is CN(C=O)C (dimethylformamide). Reaction conditions: temperature 40 celsius, time 2 hour. Yields the product C(C#CC)N1C(=NC2=C1C(N(N(C2=O)CC#N)CC2=NC1=CC=CC=C1C=C2)=O)Cl (1-(but-2-ynyl)-2-chloro-5-cyanomethyl-6-(quinolin-2-ylmethyl)-5,6-dihydro-1H-imidazo[4,5-d]pyridazine-4,7-dione). RXN SMILES: [CH2:1]([N:5]1[C:9]2[C:10](=[O:26])[N:11]([CH2:15][C:16]3[CH:25]=[CH:24][C:23]4[C:18](=[CH:19][CH:20]=[CH:21][CH:22]=4)[N:17]=3)[NH:12][C:13](=[O:14])[C:8]=2[N:7]=[C:6]1[Cl:27])[C:2]#[C:3][CH3:4].C(=O)([O-])[O-].[K+].[K+].Br[CH2:35][C:36]#[N:37].[Cl-].[Na+]>CN(C)C=O>[CH2:1]([N:5]1[C:9]2[C:10](=[O:26])[N:11]([CH2:15][C:16]3[CH:25]=[CH:24][C:23]4[C:18](=[CH:19][CH:20]=[CH:21][CH:22]=4)[N:17]=3)[N:12]([CH2:35][C:36]#[N:37])[C:13](=[O:14])[C:8]=2[N:7]=[C:6]1[Cl:27])[C:2]#[C:3][CH3:4] |f:1.2.3,5.6|. Procedure details: 0.20 g 1-(but-2-ynyl)-2-chloro-6-(quinolin-2-ylmethyl)-5,6-dihydro-1H-imidazo[4,5-d]-pyridazine-4,7-dione and 0.25 g potassium carbonate are placed in 4 ml of dimethylformamide. Then 53 μl of bromoacetonitrile are added and the mixture is stirred for 2 h at 40° C. After the addition of aqueous saturated sodium chloride solution the mixture is extracted three times with ethyl acetate, the combined organic phases are dried over sodium sulphate, and then the solvent is removed. The residue is purif... The reactants are NC=1N=C2N(N=C3CC(SC(N1)=C32)C(=O)NCCCl)CC3=NC=C(C(=C3C)OC)C (4-Amino-N-(2-chloroethyl)-2-[(4-methoxy-3,5-dimethylpyridin-2-yl)methyl]-7,8-dihydro-2H-6-thia-1,2,3,5-tetraazaacenaphthylene-7-carboxamide), C(C(C)C)N (isobutylamine). Solvent: O1CCOCC1 (dioxane). Yields the product NC=1N=C2N(N=C3CC(SC(N1)=C32)C(=O)NCCNCC(C)C)CC3=NC=C(C(=C3C)OC)C (4-Amino-N-[2-(isobutylamino)ethyl]-2-[(4-methoxy-3,5-dimethylpyridin-2-yl)methyl]-7,8-dihydro-2H-6-thia-1,2,3,5-tetraazaacenaphthylene-7-carboxamide). Isolated yield 28.0%. As a reaction SMILES: [NH2:1][C:2]1[N:3]=[C:4]2[C:13]3[C:7]([CH2:8][CH:9]([C:14]([NH:16][CH2:17][CH2:18]Cl)=[O:15])[S:10][C:11]=3[N:12]=1)=[N:6][N:5]2[CH2:20][C:21]1[C:26]([CH3:27])=[C:25]([O:28][CH3:29])[C:24]([CH3:30])=[CH:23][N:22]=1.[CH2:31]([NH2:35])[CH:32]([CH3:34])[CH3:33]>O1CCOCC1>[NH2:1][C:2]1[N:3]=[C:4]2[C:13]3[C:7]([CH2:8][CH:9]([C:14]([NH:16][CH2:17][CH2:18][NH:35][CH2:31][CH:32]([CH3:34])[CH3:33])=[O:15])[S:10][C:11]=3[N:12]=1)=[N:6][N:5]2[CH2:20][C:21]1[C:26]([CH3:27])=[C:25]([O:28][CH3:29])[C:24]([CH3:30])=[CH:23][N:22]=1. Reported procedure: A mixture composed of 4-amino-N-(2-chloroethyl)-2-[(4-methoxy-3,5-dimethylpyridin-2-yl)methyl]-7,8-dihydro-2H-6-thia-1,2,3,5-tetraazaacenaphthylene-7-carboxamide of Example 16 (20 mg), isobutylamine (0.8 mL) and dioxane (3 mL) was heated under reflux for 16 hours, and then the reaction mixture was concentrated under reduced pressure. The resulting residue was purified by reversed phase liquid chromatography to obtain the title compound (6 mg, 28%) as a solid.